From a dataset of the Open Reaction Database (ORD), a public repository of structured organic reaction records. describe an organic reaction: reactants, conditions, products, and yield Starting materials: CN1C2CN(CC2(CO1)C)C(=O)OCC (ethyl 2,5-dimethyl-3-oxa-2,7-diazabicyclo[3.3.0]octane-7-carboxylate), Ba(OH)2.8H2O. Run in O (water). Product: CN1C2CNCC2(CO1)C (2,5-Dimethyl-3-oxa-2,7-diazabicyclo[3.3.0]octane). RXN SMILES: [CH3:1][N:2]1[O:9][CH2:8][C:7]2([CH3:10])[CH:3]1[CH2:4][N:5](C(OCC)=O)[CH2:6]2>O>[CH3:1][N:2]1[O:9][CH2:8][C:7]2([CH3:10])[CH:3]1[CH2:4][NH:5][CH2:6]2. Procedure: 13 g (60.6 mmol) of ethyl 2,5-dimethyl-3-oxa-2,7-diazabicyclo[3.3.0]octane-7-carboxylate are heated under reflux with 33 g of Ba(OH)2.8H2O in 330 ml of water overnight. The BaCO3 is filtered off with suction, K2CO3 is added to the filtrate, the solid is filtered off with suction again and the filtrate is extracted ten times with 100 ml of CHCl3 each time. The extracts are dried over K2CO3 and concentrated and the residue is distilled. Isolated yield 64.0%. Procedure details: A solution of 1 (o-nitrophenyl)-4-bromo-1-butanone (0.75 g, 2.75 mmol) in dry tetrahydrofuran (THF) under nitrogen is cooled to -78° C. with stirring, cautiously treated with 2.21 ml of 1.5M lithium diisopropylamide (LDA) in cyclohexane (3.3 mmol LDA), held at -78° C. for 1 hour, allowed to warm to 0° C. for 2 hours and poured onto a saturated NH4Cl solution. The resultant mixture is extracted with ethyl acetate. The extracts are combined, washed with brine, dried over Na2SO4 and concentrated in... Solvent: O1CCCC1 (tetrahydrofuran). The product is C1(CC1)C(=O)C1=C(C=CC=C1)[N+](=O)[O-] (o-nitrophenyl cyclopropyl ketone). Starting materials: [NH4+].[Cl-] (NH4Cl), C(C)(C)[N-]C(C)C.[Li+] (lithium diisopropylamide), C1CCCCC1 (cyclohexane), [N+](=O)([O-])C1=C(C=CC=C1)C(CCCBr)=O ((o-nitrophenyl)-4-bromo-1-butanone). Reaction conditions: temperature 0 celsius, time 1 hour. RXN SMILES: [N+:1]([C:4]1[CH:9]=[CH:8][CH:7]=[CH:6][C:5]=1[C:10](=[O:15])[CH2:11][CH2:12][CH2:13]Br)([O-:3])=[O:2].C([N-]C(C)C)(C)C.[Li+].C1CCCCC1.[NH4+].[Cl-]>O1CCCC1>[CH:11]1([C:10]([C:5]2[CH:6]=[CH:7][CH:8]=[CH:9][C:4]=2[N+:1]([O-:3])=[O:2])=[O:15])[CH2:13][CH2:12]1 |f:1.2,4.5|. Starting materials: P(OCC)(OCC)(=O)C#N (Diethyl phosphorocyanidate), COC1=CC=C2C(=CCCC2=C1OC)C(=O)O (7,8-dimethoxy-1,2-dihydro-4-naphthoic acid), Cl.Cl.COC=1C=C(CN2CCNCC2)C=C(C1OC)OC (1-(3,4,5-trimethoxybenzyl)piperazine dihydrochloride), Cl (hydrogen chloride). Solvent: CN(C=O)C (N,N-dimethylformamide), C(C)N(CC)CC (triethylamine), C(C)OCC (ethyl ether), O (water). Yields the product Cl.COC1=CC=C2C(=CCCC2=C1OC)C(=O)N1CCN(CC1)CC1=CC(=C(C(=C1)OC)OC)OC (1-(7,8-dimethoxy-1,2-dihydro-4-naphthoyl)-4-(3,4,5-trimethoxybenzyl)piperazine hydrochloride). Yield: 67.7%. RXN SMILES: P(C#N)(=O)(OCC)OCC.[CH3:11][O:12][C:13]1[C:22]([O:23][CH3:24])=[C:21]2[C:16]([C:17]([C:25]([OH:27])=O)=[CH:18][CH2:19][CH2:20]2)=[CH:15][CH:14]=1.[ClH:28].Cl.[CH3:30][O:31][C:32]1[CH:33]=[C:34]([CH:42]=[C:43]([O:47][CH3:48])[C:44]=1[O:45][CH3:46])[CH2:35][N:36]1[CH2:41][CH2:40][NH:39][CH2:38][CH2:37]1.Cl>C(OCC)C.O.CN(C)C=O.C(N(CC)CC)C>[ClH:28].[CH3:11][O:12][C:13]1[C:22]([O:23][CH3:24])=[C:21]2[C:16]([C:17]([C:25]([N:39]3[CH2:38][CH2:37][N:36]([CH2:35][C:34]4[CH:42]=[C:43]([O:47][CH3:48])[C:44]([O:45][CH3:46])=[C:32]([O:31][CH3:30])[CH:33]=4)[CH2:41][CH2:40]3)=[O:27])=[CH:18][CH2:19][CH2:20]2)=[CH:15][CH:14]=1 |f:2.3.4,10.11|. Procedure: Diethyl phosphorocyanidate (1.2 ml) is added dropwise to a mixture of 7,8-dimethoxy-1,2-dihydro-4-naphthoic acid (0.5 g), 1-(3,4,5-trimethoxybenzyl)piperazine dihydrochloride (0.87 g), triethylamine (0.86 g) and N,N-dimethylformamide (20 ml) with stirring. After stirring for one hour at room temperature, water (100 ml) is added to the reaction mixture and the mixture is extracted with ethyl acetate (100 ml). The organic layer is washed with water, dried and concentrated under reduced pressure. T... Run in three. RXN SMILES: [CH3:1][C:2]1([CH3:9])[CH2:7][CH2:6][CH:5]([OH:8])[CH2:4][CH2:3]1.C(OOC(C)(C)C)(C)(C)C.C([O:22][C:23](=O)[CH:24]=[CH2:25])C>>[CH3:1][C:2]1([CH3:9])[CH2:7][CH2:6][C:5]2([O:8][C:23](=[O:22])[CH2:24][CH2:25]2)[CH2:4][CH2:3]1. Product: CC1(CCC2(CCC(O2)=O)CC1)C (8,8-dimethyl-1-oxa-spiro[4.5]decan-2-one). Conditions: temperature 160 celsius. The reactants are CC1(CCC(CC1)O)C (4,4-dimethyl-cyclohexanol), C(C)(C)(C)OOC(C)(C)C (tBuOOtBu), C(C)OC(C=C)=O (ethylacrylate). Yield: 69.5%. Procedure details: In a 500 ml three necked round bottom flask was charged 4,4-dimethyl-cyclohexanol (100 g, 0.78 mol) and heated up to 160° C., while adding over 4 hours tBuOOtBu (11.4 g, 0.08 mol) and ethylacrylate (39.2 g, 0.39 mol). 10 minutes after the end of the addition, the mixture was cooled to 50° C. and lights were distilled off. Then, 30% w/w aqueous NaOH (61 g) and MTBE (200 g) were added. Stirring was continued during the night at 40° C. and the aqueous phase was separated. The aqueous phase was re-e... Reactants: CC#N, CCOC(C)=O, CCN(C(C)C)C(C)C, CCOC(=O)c1cnc(SC)nc1Cl, NC1(c2ccccc2)CC1. Yields the product CCOC(=O)c1cnc(SC)nc1NC1(c2ccccc2)CC1. As a reaction SMILES: [CH3:34][C:35]#[N:36].[CH3:37][CH2:38][O:39][C:40]([CH3:41])=[O:42].[CH:25]([N:26]([CH2:27][CH3:28])[CH:29]([CH3:30])[CH3:31])([CH3:32])[CH3:33].[Cl:1][c:2]1[n:3][c:4]([S:13][CH3:14])[n:5][cH:6][c:7]1[C:8](=[O:9])[O:10][CH2:11][CH3:12].[c:15]1([C:21]2([NH2:24])[CH2:22][CH2:23]2)[cH:16][cH:17][cH:18][cH:19][cH:20]1>>[c:2]1([NH:24][C:21]2([c:15]3[cH:16][cH:17][cH:18][cH:19][cH:20]3)[CH2:22][CH2:23]2)[n:3][c:4]([S:13][CH3:14])[n:5][cH:6][c:7]1[C:8](=[O:9])[O:10][CH2:11][CH3:12]. Reaction conditions: temperature -10 celsius, time 0.5 hour. Run in CCOCC (ether), CCOCC (ether). Procedure: 2-Methyl-[1,4]-naphthoquinone (5 g, 29 mmol) and ether (200 ml) were mixed in a reaction vessel replaced with argon, and this solution was cooled to -10° C. A suspension (40 ml) of lithium aluminum hydride (1.0 g, 26.3 mmol) in ether was added dropwise to this solution over 40 minutes, and the mixture was stirred at room temperature for 0.5 hour. To the reaction mixture was added dropwise 1N hydrochloric acid (100 ml) to stop the reaction. The aqueous layer was extracted twice with ethyl acetate... Starting materials: CC=1C(C2=CC=CC=C2C(C1)=O)=O (2-Methyl-[1,4]-naphthoquinone), [H-].[Al+3].[Li+].[H-].[H-].[H-] (lithium aluminum hydride), Cl (hydrochloric acid). Reaction SMILES: [CH3:1][C:2]1[C:3](=O)[C:4]2[C:9]([C:10](=[O:12])[CH:11]=1)=[CH:8][CH:7]=[CH:6][CH:5]=2.[H-].[Al+3].[Li+].[H-].[H-].[H-].Cl>CCOCC>[CH3:1][C:2]1[CH:11]=[C:10]([OH:12])[C:9]2[C:4]([CH:3]=1)=[CH:5][CH:6]=[CH:7][CH:8]=2 |f:1.2.3.4.5.6|. Yields the product CC=1C=C(C2=CC=CC=C2C1)O (3-methylnaphthalen-1-ol). Reactants: ClC=1C(=NC=C(C1)Cl)CO ((3,5-Dichloropyridin-2-yl)methanol), ClC1=NC=CC(=C1)I (2-chloro-4-iodopyridine), C([O-])([O-])=O.[Cs+].[Cs+] (cesium carbonate), N1=CC=CC2=CC=C3C=CC=NC3=C12 (1,10-phenanthroline). The reagents and catalysts are [Cu]I (CuI). Run in C1(=CC=CC=C1)C (toluene). Conditions: temperature 105 celsius. Yields the product ClC=1C(=NC=C(C1)Cl)COC1=CC(=NC=C1)Cl (3,5-Dichloro-2-((2-chloropyridin-4-yloxy)methyl)pyridine). Isolated yield 38.2%. RXN SMILES: [Cl:1][C:2]1[C:3]([CH2:9][OH:10])=[N:4][CH:5]=[C:6]([Cl:8])[CH:7]=1.[Cl:11][C:12]1[CH:17]=[C:16](I)[CH:15]=[CH:14][N:13]=1.C(=O)([O-])[O-].[Cs+].[Cs+].N1C2C(=CC=C3C=2N=CC=C3)C=CC=1>C1(C)C=CC=CC=1.[Cu]I>[Cl:1][C:2]1[C:3]([CH2:9][O:10][C:16]2[CH:15]=[CH:14][N:13]=[C:12]([Cl:11])[CH:17]=2)=[N:4][CH:5]=[C:6]([Cl:8])[CH:7]=1 |f:2.3.4|. Reported procedure: (3,5-Dichloropyridin-2-yl)methanol (2.00 g, 10.4 mmol), 2-chloro-4-iodopyridine (2.49 g, 10.4 mmol), cesium carbonate (4.41 g, 13.5 mmol), CuI (1.97 g, 10.4 mmol) and 1,10-phenanthroline (374 mg, 2.08 mmol) were stirred in toluene (20 mL) and degassed with a nitrogen stream for 10 minutes. The mixture was heated to 105° C. for 16 h, allowed to cool and filtered through a silica plug eluting with ethyl acetate. The filtrate was concentrated, and the resulting residue was purified by column chroma... The reactants are ClC1=C(C(=O)N)C(=CC=C1)[N+](=O)[O-] (2-chloro-6-nitrobenzamide), O=CCNC(OC(C)(C)C)=O (t-butyl (N-2-oxoethyl)carbamate). Reagents/catalysts: [Fe] (iron). Run in C(C)(=O)O (acetic acid). The product is ClC1=C2C(NC(NC2=CC=C1)CNC(OC(C)(C)C)=O)=O (t-Butyl (5-chloro-4-oxo-1,2,3,4-tetrahydroquinazolin-2-yl)methylcarbamate). Yield: 21.4%. RXN SMILES: [Cl:1][C:2]1[CH:10]=[CH:9][CH:8]=[C:7]([N+:11]([O-])=O)[C:3]=1[C:4]([NH2:6])=[O:5].O=[CH:15][CH2:16][NH:17][C:18](=[O:24])[O:19][C:20]([CH3:23])([CH3:22])[CH3:21]>C(O)(=O)C.[Fe]>[Cl:1][C:2]1[CH:10]=[CH:9][CH:8]=[C:7]2[C:3]=1[C:4](=[O:5])[NH:6][CH:15]([CH2:16][NH:17][C:18](=[O:24])[O:19][C:20]([CH3:23])([CH3:22])[CH3:21])[NH:11]2. Procedure details: A mixtre of 2-chloro-6-nitrobenzamide (0.3 g), iron powder (0.5 g) and t-butyl (N-2-oxoethyl)carbamate (1.0 g) in glacial acetic acid (5 mL) was heated at 50-55° C. for 2 h. The mixture was concentrated and the residue was partitioned between sat. NaHCO3 and EtOAc. The organic layer was dried (MgSO4), concentrated, and the residue was subjected to flash chromatography (silica gel/heptane-EtOAc 100:0 to 20:80 gradient) to afford the title compound as an off-white solid (0.1 g). Reactants: TEA, BrC1=CC=C(C=C1)CC(C)C (1-bromo-4-isobutylbenzene), C(#C)[Si](C)(C)C (ethynyl(trimethyl)silane), Cl (hydrochloric acid). The reagents and catalysts are C=1C=CC(=CC1)[P](C=2C=CC=CC2)(C=3C=CC=CC3)[Pd]([P](C=4C=CC=CC4)(C=5C=CC=CC5)C=6C=CC=CC6)([P](C=7C=CC=CC7)(C=8C=CC=CC8)C=9C=CC=CC9)[P](C=1C=CC=CC1)(C=1C=CC=CC1)C=1C=CC=CC1 (Pd(PPh3)4). Run in CN(C)C=O (DMF). Run at temperature 60 celsius, time 4 hour. Product: C(C(C)C)C1=CC=C(C=C1)C#C[Si](C)(C)C ([(4-isobutylphenyl)ethynyl](trimethyl)silane). The yield is 42.5%. As a reaction SMILES: Br[C:2]1[CH:7]=[CH:6][C:5]([CH2:8][CH:9]([CH3:11])[CH3:10])=[CH:4][CH:3]=1.[C:12]([Si:14]([CH3:17])([CH3:16])[CH3:15])#[CH:13].Cl>CN(C=O)C.C1C=CC([P]([Pd]([P](C2C=CC=CC=2)(C2C=CC=CC=2)C2C=CC=CC=2)([P](C2C=CC=CC=2)(C2C=CC=CC=2)C2C=CC=CC=2)[P](C2C=CC=CC=2)(C2C=CC=CC=2)C2C=CC=CC=2)(C2C=CC=CC=2)C2C=CC=CC=2)=CC=1>[CH2:8]([C:5]1[CH:6]=[CH:7][C:2]([C:13]#[C:12][Si:14]([CH3:17])([CH3:16])[CH3:15])=[CH:3][CH:4]=1)[CH:9]([CH3:11])[CH3:10] |^1:27,29,48,67|. Procedure: To a solution of Pd(PPh3)4 (542 mg) and TEA (4 mL) in DMF (16 mL) were added 1-bromo-4-isobutylbenzene (1 g) and ethynyl(trimethyl)silane (553 mg) at room temperature, followed by stirring at 60° C. for 4 hours. To the reaction liquid was added 1 M hydrochloric acid, followed by extraction with ether. The insoluble materials were filtered through celite. The organic layer was washed with brine, dried over MgSO4, and then concentrated under reduced pressure. The residue was purified by silica gel...